From a dataset of the Open Reaction Database (ORD), a public repository of structured organic reaction records. describe an organic reaction: reactants, conditions, products, and yield Isolated yield 8.7%. Reported procedure: A mixture of 1-[5-(3-methyl-5-{[4-(trifluoromethyl)pyrimidin-2-yl]amino}phenyl)-1,3-thiazol-2-yl]cyclohexanecarbonitrile (45 mg, 0.10 mmol) and NaOH (1M in MeOH, 0.5 ml, 0.50 mmol) was heated at 100° C. in the microwave for 16 hrs. The mixture was brought to pH=3 by addition of HCl (1.0 N in H2O) and then partitioned between EtOAc (5 mL) and brine (5 mL). The organic layer was separated, dried (Na2SO4), filtered and the volatiles were removed under reduced pressure. The residue was purified by H... The reactants are CC=1C=C(C=C(C1)NC1=NC=CC(=N1)C(F)(F)F)C1=CN=C(S1)C1(CCCCC1)C#N (1-[5-(3-methyl-5-{[4-(trifluoromethyl)pyrimidin-2-yl]amino}phenyl)-1,3-thiazol-2-yl]cyclohexanecarbonitrile), [OH-].[Na+] (NaOH), Cl (HCl). Product: CC=1C=C(C=C(C1)NC1=NC=CC(=N1)C(F)(F)F)C1=CN=C(S1)C1(CCCCC1)C(=O)N (1-[5-(3-methyl-5-{[4-(trifluoromethyl)pyrimidin-2-yl]amino}phenyl)-1,3-thiazol-2-yl]cyclohexanecarboxamide). RXN SMILES: [CH3:1][C:2]1[CH:3]=[C:4]([C:19]2[S:23][C:22]([C:24]3([C:30]#[N:31])[CH2:29][CH2:28][CH2:27][CH2:26][CH2:25]3)=[N:21][CH:20]=2)[CH:5]=[C:6]([NH:8][C:9]2[N:14]=[C:13]([C:15]([F:18])([F:17])[F:16])[CH:12]=[CH:11][N:10]=2)[CH:7]=1.[OH-:32].[Na+].Cl>>[CH3:1][C:2]1[CH:3]=[C:4]([C:19]2[S:23][C:22]([C:24]3([C:30]([NH2:31])=[O:32])[CH2:25][CH2:26][CH2:27][CH2:28][CH2:29]3)=[N:21][CH:20]=2)[CH:5]=[C:6]([NH:8][C:9]2[N:14]=[C:13]([C:15]([F:18])([F:17])[F:16])[CH:12]=[CH:11][N:10]=2)[CH:7]=1 |f:1.2|. Conditions: temperature 100 celsius. Reactants: BrC=1SC=CN1 (2-bromothiazole), C1(=CC=CC=C1)B(O)O (phenylboronic acid), C(=O)([O-])[O-].[Cs+].[Cs+] (Cs2CO3). Reagents/catalysts: CC(C)([P](C(C)(C)C)([Pd][P](C(C)(C)C)(C(C)(C)C)C(C)(C)C)C(C)(C)C)C (Pd(PtBu3)2). Solvent: O1CCOCC1 (dioxane). Conditions: temperature 80 celsius, time 12 hour. The product is C1(=CC=CC=C1)C=1SC=CN1 (2-Phenylthiazole). Isolated yield 70.5%. Reaction SMILES: Br[C:2]1[S:3][CH:4]=[CH:5][N:6]=1.[C:7]1(B(O)O)[CH:12]=[CH:11][CH:10]=[CH:9][CH:8]=1.C([O-])([O-])=O.[Cs+].[Cs+]>O1CCOCC1.CC(C)([P](C(C)(C)C)([Pd][P](C(C)(C)C)(C(C)(C)C)C(C)(C)C)C(C)(C)C)C>[C:7]1([C:2]2[S:3][CH:4]=[CH:5][N:6]=2)[CH:12]=[CH:11][CH:10]=[CH:9][CH:8]=1 |f:2.3.4,^1:30,36|. Reported procedure: A solution of 2-bromothiazole (1.0 g, 6.1 mmol, Aldrich) in dioxane (25 mL) was treated with phenylboronic acid (0.82 g, 6.4 mmol), Pd(PtBu3)2 (0.16 g, 0.3 mmol, Strem) and Cs2CO3 (3.97 g, 12.2 mmol). The mixture was stirred at 80° C. for 12 hours. The reaction mixture was cooled to ambient temperature, concentrated under reduced pressure, and purified by column chromatography (SiO2, 1:1 hexanes/ethyl acetate) to give provide the title compound (0.69 g, 4.3 mmol, 70%). 1H NMR (CDCl3, 300 MHz) 7.... The reactants are CN1CCc2c(Cl)ccc3c4c(n(c23)CC1)CCCCC4, CC(Cl)OC(=O)Cl, CC(Cl)Cl. Product: Clc1ccc2c3c(n4c2c1CCNCC4)CCCCC3. Reaction SMILES: [Cl:1][c:2]1[cH:3][cH:4][c:5]2[c:6]3[c:7]([n:8]4[c:9]2[c:10]1[CH2:11][CH2:12][N:13]([CH3:16])[CH2:14][CH2:15]4)[CH2:17][CH2:18][CH2:19][CH2:20][CH2:21]3.[Cl:22][C:23]([O:24][CH:25]([Cl:26])[CH3:27])=[O:28].[Cl:29][CH:30]([Cl:31])[CH3:32]>>[Cl:1][c:2]1[cH:3][cH:4][c:5]2[c:6]3[c:7]([n:8]4[c:9]2[c:10]1[CH2:11][CH2:12][NH:13][CH2:14][CH2:15]4)[CH2:17][CH2:18][CH2:19][CH2:20][CH2:21]3. Starting materials: CC(Cl)Cl, O=P(Cl)(Cl)Cl, O=c1[nH]nc(-c2ccsc2)c2ccccc12. The product is Clc1nnc(-c2ccsc2)c2ccccc12. RXN SMILES: [Cl:22][CH:23]([Cl:24])[CH3:25].[P:17]([Cl:18])([Cl:19])([Cl:20])=[O:21].[s:1]1[cH:2][c:3](-[c:6]2[n:7][nH:8][c:9](=[O:16])[c:10]3[cH:11][cH:12][cH:13][cH:14][c:15]23)[cH:4][cH:5]1>>[s:1]1[cH:2][c:3](-[c:6]2[n:7][n:8][c:9]([Cl:19])[c:10]3[cH:11][cH:12][cH:13][cH:14][c:15]23)[cH:4][cH:5]1. Starting materials: ClCl (Chlorine), NC1=C(C=C(C=C1)C(F)(F)F)C#N (4-amino-3-cyano-trifluoromethylbenzene). Yields the product NC1=C(C=C(C=C1C#N)C(F)(F)F)Cl (4-amino-3-chloro-5-cyanotrifluoromethylbenzene). As a reaction SMILES: [Cl:1]Cl.[NH2:3][C:4]1[CH:9]=[CH:8][C:7]([C:10]([F:13])([F:12])[F:11])=[CH:6][C:5]=1[C:14]#[N:15]>>[NH2:3][C:4]1[C:5]([C:14]#[N:15])=[CH:6][C:7]([C:10]([F:11])([F:12])[F:13])=[CH:8][C:9]=1[Cl:1]. Reported procedure: Chlorine gas was passed through a stirred solution of 4-amino-3-cyano-trifluoromethylbenzene (5g) in carbon tetachloride (75ml) until the absence of starting material was confirmed by gas liquid chromatography. Flow of the gas was then stopped and evaporation of the solvent under reduced pressure gave 4-amino-3-chloro-5-cyanotrifluoromethylbenzene as an orange solid (5.5g). The reactants are ClC=1C=C(C=C2CN(C(C12)=O)CC1=CC=C(C=C1)OC(F)(F)F)C#C (7-chloro-5-ethynyl-2-(4-trifluoromethoxy-benzyl)-2,3-dihydro-isoindol-1-one), [H][H] (hydrogen). Reagents/catalysts: [Pd] (palladium on carbon). Run in C(C)O (ethanol). Yields the product ClC=1C=C(C=C2CN(C(C12)=O)CC1=CC=C(C=C1)OC(F)(F)F)CC (7-chloro-5-ethyl-2-(4-trifluoromethoxy-benzyl)-2,3-dihydro-isoindol-1-one). Isolated yield 62.7%. Reaction SMILES: [Cl:1][C:2]1[CH:3]=[C:4]([C:24]#[CH:25])[CH:5]=[C:6]2[C:10]=1[C:9](=[O:11])[N:8]([CH2:12][C:13]1[CH:18]=[CH:17][C:16]([O:19][C:20]([F:23])([F:22])[F:21])=[CH:15][CH:14]=1)[CH2:7]2.[H][H]>C(O)C.[Pd]>[Cl:1][C:2]1[CH:3]=[C:4]([CH2:24][CH3:25])[CH:5]=[C:6]2[C:10]=1[C:9](=[O:11])[N:8]([CH2:12][C:13]1[CH:14]=[CH:15][C:16]([O:19][C:20]([F:23])([F:21])[F:22])=[CH:17][CH:18]=1)[CH2:7]2. Procedure: A solution of 7-chloro-5-ethynyl-2-(4-trifluoromethoxy-benzyl)-2,3-dihydro-isoindol-1-one (0.080 g, 0.22 mmol) in ethanol (25 mL) was treated with 10% palladium on carbon (20 mg) and shook vigorously under 45 p.s.i. hydrogen for 2-3 h. The resulting mixture was filtered through Celite and the filtrate concentrated under reduced pressure. Silica gel column chromatography using combinations of hexane-ethyl acetate (typically 3:1 hexane-ethyl acetate) afforded 7-chloro-5-ethyl-2-(4-trifluoromethoxy... Starting materials: Nc1ccc(Br)cc1I, CC#N, Cl[Cu]Cl, Cl, CC(C)(C)ON=O. The product is Clc1ccc(Br)cc1I. As a reaction SMILES: [Br:8][c:9]1[cH:10][c:11]([I:16])[c:12]([NH2:15])[cH:13][cH:14]1.[CH3:18][C:19]#[N:20].[Cl:21][Cu:22][Cl:23].[ClH:17].[N:1]([O:2][C:3]([CH3:4])([CH3:5])[CH3:6])=[O:7]>>[Br:8][c:9]1[cH:10][c:11]([I:16])[c:12]([Cl:17])[cH:13][cH:14]1. Reactants: C(C)(=O)O (acetic acid), [OH-].[Ca+2].[OH-] (hydrated lime). Solvent: O (water). Product: C(C)(=O)[O-].[Ca+2].C(C)(=O)[O-] (calcium acetate salt). As a reaction SMILES: [C:1]([OH:4])(=[O:3])[CH3:2].[OH-].[Ca+2:6].[OH-]>O>[C:1]([O-:4])(=[O:3])[CH3:2].[Ca+2:6].[C:1]([O-:4])(=[O:3])[CH3:2] |f:1.2.3,5.6.7|. Reported procedure: A calcium acetate salt dispersion was prepared by mixing 11.9 parts of acetic acid, 1316.3 parts of water, and 263.2 parts hydrated lime at 20° C. The resulting dispersion had a beige color and separated upon standing, i.e. without agitation. Reaction SMILES: [CH2:21]([O:22][CH:24]=[C:25]([C:26](=[O:27])[O:28][CH2:29][CH3:30])[C:31](=[O:32])[O:33][CH2:34][CH3:35])[CH3:23].[O:1]1[CH2:2][CH2:3][N:4]([CH2:7][c:8]2[cH:9][cH:10][c:11]([NH:14][CH:15]3[CH2:16][CH2:17][S:18][CH2:19][CH2:20]3)[cH:12][cH:13]2)[CH2:5][CH2:6]1.[cH:36]1[cH:37][cH:38][n:39][cH:40][cH:41]1>>[O:1]1[CH2:2][CH2:3][N:4]([CH2:7][c:8]2[cH:9][cH:10][c:11]([N:14]([CH:15]3[CH2:16][CH2:17][S:18][CH2:19][CH2:20]3)[CH:24]=[C:25]([C:26](=[O:27])[O:28][CH2:29][CH3:30])[C:31](=[O:32])[O:33][CH2:34][CH3:35])[cH:12][cH:13]2)[CH2:5][CH2:6]1. The reactants are CCOC=C(C(=O)OCC)C(=O)OCC, c1cc(NC2CCSCC2)ccc1CN1CCOCC1, c1ccncc1. Product: CCOC(=O)C(=CN(c1ccc(CN2CCOCC2)cc1)C1CCSCC1)C(=O)OCC.